Dataset: the Open Reaction Database (ORD), a public repository of structured organic reaction records. Task: describe an organic reaction: reactants, conditions, products, and yield Reaction conditions: temperature 0 celsius, time 15 minute. The reactants are C(C)OC(C(CCN1C(SC=2C1=NSC2N)=S)CC)=O (ethyl 4-(3-amino-5-thioxo-thiazolo[4,5-c]isothiazol-6-yl)-butyric acid ethyl ester), [I-].[K+] (Potassium iodide), N(=O)[O-].[Na+] (sodium nitrite), CCCCCC (hexane). The product is C(C)OC(C(CCN1C(SC=2C1=NSC2I)=S)CC)=O (ethyl 4-(3-iodo-5-thioxo-thiazolo[4,5-c]isothiazol-6-yl)-butyric acid ethyl ester). Reaction SMILES: [CH2:1]([O:3][C:4](=[O:20])[CH:5]([CH2:18][CH3:19])[CH2:6][CH2:7][N:8]1[C:12]2=[N:13][S:14][C:15](N)=[C:11]2[S:10][C:9]1=[S:17])[CH3:2].N([O-])=O.[Na+].[I-:25].[K+].CCCCCC>Cl.O.C(OCC)(=O)C>[CH2:1]([O:3][C:4](=[O:20])[CH:5]([CH2:18][CH3:19])[CH2:6][CH2:7][N:8]1[C:12]2=[N:13][S:14][C:15]([I:25])=[C:11]2[S:10][C:9]1=[S:17])[CH3:2] |f:1.2,3.4|. Solvent: Cl (HCl), C(C)(=O)OCC (Ethyl acetate), O (water), O (water), C(C)(=O)OCC (ethyl acetate), O (water). Isolated yield 6.1%. Procedure: Compound 43 (280 mg, 0.925 mol) was suspended in 270 μl HCl (12 M) and water (400 μl). After stirring for 15 minutes the solution was cooled to 0° C. and sodium nitrite (127.6 mg, 1.85 mmol), dissolved in 1 ml water, was added dropwise. Stirring was continued for additional half an hour while maintaining the temperature below −5° C. Potassium iodide (307 mg, 1.85 mmol) dissolved in 1 ml water was added to the resulting mixture, which then turned dark brown. The reaction mixture was allowed to wa... Starting materials: CCOC(C)=O, CCCCCCC, COC(C)(C)C, O=C(O)C(C1CCCCC1)n1c(-c2ccc(Cl)cc2)nc2cc(F)c(F)cc21, N#Cc1ccc(N)c(F)c1. Yields the product N#Cc1ccc(NC(=O)C(C2CCCCC2)n2c(-c3ccc(Cl)cc3)nc3cc(F)c(F)cc32)c(F)c1. RXN SMILES: [C:39]([O:40][CH2:41][CH3:42])(=[O:43])[CH3:44].[CH3:45][CH2:46][CH2:47][CH2:48][CH2:49][CH2:50][CH3:51].[CH3:52][O:53][C:54]([CH3:55])([CH3:56])[CH3:57].[Cl:1][c:2]1[cH:3][cH:4][c:5](-[c:8]2[n:9][c:10]3[c:11]([n:12]2[CH:13]([C:14](=[O:15])[OH:16])[CH:17]2[CH2:18][CH2:19][CH2:20][CH2:21][CH2:22]2)[cH:23][c:24]([F:28])[c:25]([F:27])[cH:26]3)[cH:6][cH:7]1.[NH2:29][c:30]1[c:31]([F:38])[cH:32][c:33]([C:34]#[N:35])[cH:36][cH:37]1>>[Cl:1][c:2]1[cH:3][cH:4][c:5](-[c:8]2[n:9][c:10]3[c:11]([n:12]2[CH:13]([C:14](=[O:15])[NH:29][c:30]2[c:31]([F:38])[cH:32][c:33]([C:34]#[N:35])[cH:36][cH:37]2)[CH:17]2[CH2:18][CH2:19][CH2:20][CH2:21][CH2:22]2)[cH:23][c:24]([F:28])[c:25]([F:27])[cH:26]3)[cH:6][cH:7]1.